This data is from the Open Reaction Database (ORD), a public repository of structured organic reaction records. The task is: describe an organic reaction: reactants, conditions, products, and yield The reactants are mixture, BrC1(C(NC2=NC(=CC=C21)Cl)=O)Br (3,3-dibromo-6-chloro-1,3-dihydro-2H-pyrrolo[2,3-b]pyridin-2-one), BrC1(C(NC2=NC(=C(C=C21)Br)Cl)=O)Br (3,3,5-tribromo-6-chloro-1,3-dihydro-2H-pyrrolo[2,3-b]pyridin-2-one). Reagents/catalysts: [Zn] (zinc), [Zn] (zinc). Solvent: C1CCOC1 (THF), [Cl-].[NH4+] (ammonium chloride). Run at time 2 hour. Product: ClC1=CC=C2C(=N1)NC(C2)=O (6-Chloro-1,3-dihydro-2H-pyrrolo[2,3-b]pyridin-2-one). As a reaction SMILES: Br[C:2]1(Br)[C:10]2[C:5](=[N:6][C:7]([Cl:11])=[CH:8][CH:9]=2)[NH:4][C:3]1=[O:12].BrC1(Br)C2C(=NC(Cl)=C(Br)C=2)NC1=O>C1COCC1.[Cl-].[NH4+].[Zn]>[Cl:11][C:7]1[N:6]=[C:5]2[NH:4][C:3](=[O:12])[CH2:2][C:10]2=[CH:9][CH:8]=1 |f:3.4|. Procedure: A solution of 2.36 g (7.26 mmol) of the mixture of 3,3-dibromo-6-chloro-1,3-dihydro-2H-pyrrolo[2,3-b]pyridin-2-one and 3,3,5-tribromo-6-chloro-1,3-dihydro-2H-pyrrolo[2,3-b]pyridin-2-one in THF (70 mL) and saturated ammonium chloride solution (70 mL) was treated with 6 g (92 mmol) of powdered zinc. The mixture was stirred for 2 h, and another 6 g (92 mmol) portion of zinc was added. Stirring was continued another 2 h. The zinc was filtered off and washed with ether. The ether phase was separated,... Reactants: Cn1c(-c2cncc(NS(=O)(=O)CCOCc3ccccc3)c2)cc2ccccc21, CO. The product is Cn1c(-c2cncc(NS(=O)(=O)CCO)c2)cc2ccccc21. Reaction SMILES: [CH2:1]([c:2]1[cH:3][cH:4][cH:5][cH:6][cH:7]1)[O:8][CH2:9][CH2:10][S:11](=[O:12])(=[O:13])[NH:14][c:15]1[cH:16][n:17][cH:18][c:19](-[c:21]2[n:22]([CH3:30])[c:23]3[cH:24][cH:25][cH:26][cH:27][c:28]3[cH:29]2)[cH:20]1.[CH3:31][OH:32]>>[OH:8][CH2:9][CH2:10][S:11](=[O:12])(=[O:13])[NH:14][c:15]1[cH:16][n:17][cH:18][c:19](-[c:21]2[n:22]([CH3:30])[c:23]3[cH:24][cH:25][cH:26][cH:27][c:28]3[cH:29]2)[cH:20]1. Starting materials: N(=[N+]=[N-])C[C@H](CO)C ((R)-(-)-3-azido-2-methylpropanol), N1=C(C=CC=C1C)C (2,6-lutidine), anhydride, [O-]S(=O)(=O)C(F)(F)F (triflate), N12CCN(CC1)CC2 (1,4-diazabicyclo[2.2.2]octane). Solvent: C(Cl)Cl (CH2Cl2), C(Cl)Cl (CH2Cl2), CC#N (CH3CN). Reaction conditions: time 40 minute. The product is [O-]S(=O)(=O)C(F)(F)F.N(=[N+]=[N-])C[C@H](C[N+]12CCN(CC1)CC2)C ((S)-(-)-3-Azido-1-(4-aza-1-azonia-bicyclo[2.2.2]oct-1-yl)-2-methylpropane triflate). Isolated yield 100.5%. RXN SMILES: [N:1]([CH2:4][C@@H:5]([CH3:8])[CH2:6]O)=[N+:2]=[N-:3].N1C(C)=CC=CC=1C.[O-:17][S:18]([C:21]([F:24])([F:23])[F:22])(=[O:20])=[O:19].[N:25]12[CH2:32][CH2:31][N:28]([CH2:29][CH2:30]1)[CH2:27][CH2:26]2>C(Cl)Cl.CC#N>[O-:20][S:18]([C:21]([F:24])([F:23])[F:22])(=[O:19])=[O:17].[N:1]([CH2:4][C@@H:5]([CH3:8])[CH2:6][N+:25]12[CH2:32][CH2:31][N:28]([CH2:29][CH2:30]1)[CH2:27][CH2:26]2)=[N+:2]=[N-:3] |f:6.7|. Reported procedure: (R)-(-)-3-azido-2-methylpropanol (0.64 g, 5.56 mmol) was dissolved in CH2Cl2 (40 mL). 2,6-lutidine (1.9 mL, 16.3 mmol) was added at -20° C. followed by adding trifalic anhydride (1.4 mL, 8.32 mmol). The mixture was kept in -20° C. for 40 min, diluted with CH2Cl2, washed with water, 0.1 N HCl aqueous solution, water and brine, dried over Na2SO4 and concentrated to give the trifalte (1.33 g). The triflate (0.7 g, 2.83 mmol) was reacted with 1,4-diazabicyclo[2.2.2]octane (0.31 g, 2.77 mmol) in CH3C... The reactants are C1CCOC1, CCO, CCC(CN(C)C)N(C)C, CI, [Li]C(C)CC, N#N, O=C(O)c1ccc(Cl)cc1. Product: Cc1cc(Cl)ccc1C(=O)O. RXN SMILES: [CH2:33]1[O:34][CH2:35][CH2:36][CH2:37]1.[CH3:13][CH2:14][OH:15].[CH3:1][N:2]([CH3:3])[CH:4]([CH2:5][CH3:6])[CH2:7][N:8]([CH3:9])[CH3:10].[CH3:31][I:32].[CH:16]([Li:17])([CH2:18][CH3:19])[CH3:20].[N:11]#[N:12].[OH:21][C:22](=[O:23])[c:24]1[cH:25][cH:26][c:27]([Cl:28])[cH:29][cH:30]1>>[CH3:1][c:25]1[c:24]([C:22]([OH:21])=[O:23])[cH:30][cH:29][c:27]([Cl:28])[cH:26]1. Reactants: Cl.C1(CCCCCCCCC1)N1CCC2(C(NCN2C2=CC=CC=C2)=O)CC1 (8-cyclodecyl-1-phenyl-1,3,8-triaza-spiro[4,5]decan-4-one hydrochloride), ClCCN1CCCC1 (1-(2-chloroethyl)-pyrrolidine). Product: Cl.C1(CCCCCCCCC1)N1CCC2(C(N(CN2C2=CC=CC=C2)CCN2CCCC2)=O)CC1 (8-Cyclodecyl-1-phenyl-3-(2-pvrrolidin-1-vI-ethyl)-1,3,8-triaza-spiro[4,5]decan-4-one hydrochloride). Reaction SMILES: Cl.[CH:2]1([N:12]2[CH2:28][CH2:27][C:15]3([N:19]([C:20]4[CH:25]=[CH:24][CH:23]=[CH:22][CH:21]=4)[CH2:18][NH:17][C:16]3=[O:26])[CH2:14][CH2:13]2)[CH2:11][CH2:10][CH2:9][CH2:8][CH2:7][CH2:6][CH2:5][CH2:4][CH2:3]1.[Cl:29][CH2:30][CH2:31][N:32]1[CH2:36][CH2:35][CH2:34][CH2:33]1>>[ClH:29].[CH:2]1([N:12]2[CH2:28][CH2:27][C:15]3([N:19]([C:20]4[CH:21]=[CH:22][CH:23]=[CH:24][CH:25]=4)[CH2:18][N:17]([CH2:30][CH2:31][N:32]4[CH2:36][CH2:35][CH2:34][CH2:33]4)[C:16]3=[O:26])[CH2:14][CH2:13]2)[CH2:11][CH2:10][CH2:9][CH2:8][CH2:7][CH2:6][CH2:5][CH2:4][CH2:3]1 |f:0.1,3.4|. Procedure: The title compound, white solid, m. p. 179° C. and MS: m/e=467.3 (M+H+) was prepared in accordance with the general method of example 24 from 8-cyclodecyl-1-phenyl-1,3,8-triaza-spiro[4,5]decan-4-one hydrochloride and 1-(2-chloroethyl)-pyrrolidine. Starting materials: C(C)OC1=C(C=C2C(=CC(OC2=C1)(C)C)C1=CC=CC=C1)/C(=C(\CO)/F)/C ((2E)-3-(7-ethoxy-2,2-dimethyl-4 phenyl-2H-chromen-6-yl)-2-fluoro-but-2-en-1-ol), C(C)OC1=C(C=C2C(=CC(OC2=C1)(C)C)C1=CC=CC=C1)/C(=C(\CO)/F)/C ((2E)-3-(7-ethoxy-2,2-dimethyl-4 phenyl-2H-chromen-6-yl)-2-fluoro-but-2-en-1-ol), C[N+]1(CCOCC1)[O-] (4-methylmorpholine N-oxide). The product is C(C)OC1=C(C=C2C(=CC(OC2=C1)(C)C)C1=CC=CC=C1)/C(=C(\C=O)/F)/C ((2E)-3-(7-Ethoxy-2,2-dimethyl-4-phenyl-2H-chromen-6-yl)-2-fluoro-but-2-enal). Reaction SMILES: [CH2:1]([O:3][C:4]1[CH:13]=[C:12]2[C:7]([C:8]([C:16]3[CH:21]=[CH:20][CH:19]=[CH:18][CH:17]=3)=[CH:9][C:10]([CH3:15])([CH3:14])[O:11]2)=[CH:6][C:5]=1/[C:22](/[CH3:27])=[C:23](/[F:26])\[CH2:24][OH:25])[CH3:2].C[N+]1([O-])CCOCC1>>[CH2:1]([O:3][C:4]1[CH:13]=[C:12]2[C:7]([C:8]([C:16]3[CH:21]=[CH:20][CH:19]=[CH:18][CH:17]=3)=[CH:9][C:10]([CH3:15])([CH3:14])[O:11]2)=[CH:6][C:5]=1/[C:22](/[CH3:27])=[C:23](/[F:26])\[CH:24]=[O:25])[CH3:2]. Procedure: Following General Procedure M, (2E)-3-(7-ethoxy-2,2-dimethyl-4 phenyl-2H-chromen-6-yl)-2-fluoro-but-2-en-1-ol (Compound 88, 137 mg, 0.37 mmol) and 4-methylmorpholine N-oxide (87 mg, 0.74 mmol) were reacted to give the title compound as a yellow oil.